Dataset: the Open Reaction Database (ORD), a public repository of structured organic reaction records. Task: describe an organic reaction: reactants, conditions, products, and yield Starting materials: ClC=1C=C2C3=C(C(NC2=NC1)=O)C=CC=C3 (2-Chloro-5H-benzo[c][1,8]naphthyridin-6-one), CC(C)([O-])C.[Na+] (sodium tert-butoxide), FC1=CC=C(CN)C=C1 (4-fluoro-benzylamine), C1(CCCCC1)P(C1=C(C=CC=C1)C1=C(C=C(C=C1C(C)C)C(C)C)C(C)C)C1CCCCC1 (2-dicyclohexylphosphino-2′,4′,6′-triisopropylbiphenyl). Reagents/catalysts: C(C)(=O)[O-].[Pd+2].C(C)(=O)[O-] (palladium(II) acetate). Run in O1CCOCC1 (dioxane), CO (MeOH). Run at temperature 100 celsius, time 8 hour. Yields the product COC1=C(CNC=2C=C3C4=C(C(NC3=NC2)=O)C=CC=C4)C=CC=C1 (2-(2-Methoxy-benzylamino)-5H-benzo[c][1,8]naphthyridin-6-one). The yield is 6.9%. Reaction SMILES: Cl[C:2]1[CH:3]=[C:4]2[C:9](=[N:10][CH:11]=1)[NH:8][C:7](=[O:12])[C:6]1[CH:13]=[CH:14][CH:15]=[CH:16][C:5]2=1.F[C:18]1[CH:25]=[CH:24][C:21]([CH2:22][NH2:23])=[CH:20][CH:19]=1.C1(P(C2CCCCC2)C2C=CC=CC=2C2C(C(C)C)=CC(C(C)C)=CC=2C(C)C)CCCCC1.C[C:61](C)([O-:63])C.[Na+]>O1CCOCC1.CO.C([O-])(=O)C.[Pd+2].C([O-])(=O)C>[CH3:61][O:63][C:24]1[CH:25]=[CH:18][CH:19]=[CH:20][C:21]=1[CH2:22][NH:23][C:2]1[CH:3]=[C:4]2[C:9](=[N:10][CH:11]=1)[NH:8][C:7](=[O:12])[C:6]1[CH:13]=[CH:14][CH:15]=[CH:16][C:5]2=1 |f:3.4,7.8.9|. Reported procedure: 2-Chloro-5H-benzo[c][1,8]naphthyridin-6-one (50 mg, 0.22 mmol), 4-fluoro-benzylamine (54 mg, 0.43 mmol), palladium(II) acetate (2 mg, 0.01 mmol), 2-dicyclohexylphosphino-2′,4′,6′-triisopropylbiphenyl (8 mg, 0.02 mmol), and sodium tert-butoxide (63 mg, 0.65 mmol) were suspended in dioxane (2 mL), and stirred overnight at 100° C. The reaction mixture was diluted with MeOH, filtered through a filter membrane, and purified via prep-LC-MS. The recovered product was converted to the HCl salt via suspe... Run at temperature 20 celsius, time 10 hour. The solvent is N1=CC=CC=C1 (pyridine), CCO (EtOH), C(Cl)Cl (CH2Cl2). Reaction SMILES: [OH:1][C:2]1[CH:9]=[CH:8][C:7]([N+:10]([O-:12])=[O:11])=[CH:6][C:3]=1[CH:4]=O.Cl.[NH2:14][OH:15]>N1C=CC=CC=1.CCO.C(Cl)Cl>[OH:1][C:2]1[CH:9]=[CH:8][C:7]([N+:10]([O-:12])=[O:11])=[CH:6][C:3]=1[CH:4]=[N:14][OH:15] |f:1.2|. Product: OC1=C(C=NO)C=C(C=C1)[N+](=O)[O-] (2-Hydroxy-5-nitrobenzaldehyde oxime). Yield: 81.0%. Procedure: To a solution of 2-hydroxy-5-nitrobenzaldehyde (2.10 g, 12.6 mmol) in pyridine (31.0 mL) and EtOH (5.0 mL) was added hydroxylamine hydrochloride (1.75 g, 25.2 mmol). After stirring at 20° C. for 10 h, the mixture was diluted with CH2Cl2 (125 mL) and washed with water (4×70 mL) and brine (50 mL). The organic layer was dried (Na2SO4) and evaporated. The residue was triturated with EtOH and filtered. The resulting solid was rinsed with ether and dried under vacuum to obtain the title compound (1.86... Reactants: OC1=C(C=O)C=C(C=C1)[N+](=O)[O-] (2-hydroxy-5-nitrobenzaldehyde), Cl.NO (hydroxylamine hydrochloride). Starting materials: FC1=CC=C(C=C1)C=1C(CCC1)=O (2-(4-Fluorophenyl)-2-cyclopenten-1-one), solution, [Li]C(C)(C)C (t-BuLi), BrC1=CC=C(C=C1)SC (4-bromothioanisole). Solvent: CCOCC (Et2O), CCOCC (Et2O). Reaction conditions: temperature -78 celsius, time 15 minute. The product is CSC1=CC=C(C=C1)C1(C(=CCC1)C1=CC=C(C=C1)F)O (1-(4-(Methylthio)phenyl)-2-(4-fluorophenyl)-2-cyclopenten-1-ol). The yield is 89.4%. As a reaction SMILES: Br[C:2]1[CH:7]=[CH:6][C:5]([S:8][CH3:9])=[CH:4][CH:3]=1.[Li]C(C)(C)C.[F:15][C:16]1[CH:21]=[CH:20][C:19]([C:22]2[C:23](=[O:27])[CH2:24][CH2:25][CH:26]=2)=[CH:18][CH:17]=1>CCOCC>[CH3:9][S:8][C:5]1[CH:6]=[CH:7][C:2]([C:23]2([OH:27])[CH2:24][CH2:25][CH:26]=[C:22]2[C:19]2[CH:20]=[CH:21][C:16]([F:15])=[CH:17][CH:18]=2)=[CH:3][CH:4]=1. Procedure details: To a solution of 3.86 g (19 mmol) of 4-bromothioanisole in 90 mL of Et2O cooled at -78° C., was added 22 mL of 1.7 M solution of t-BuLi in penlane (38 mmol) dropwise. The reaction mixture was stirred for 15 min at -78° C. and a solution of 2.23 g of 2-(4-Fluorophenyl)-2-cyclopenten-1-one in 10 mL of Et2O was added. After stirring for 15 min at -78° C., the reaction mixture was warmed to 0° C., and quenched with 50 mL of sat. NH4Cl. The product was extracted with 100 mL EtOAc, dried over Na2SO4, ... Run in C(Cl)Cl (methylene chloride), C(Cl)Cl (methylene chloride). RXN SMILES: [N:1]1([CH2:7][C:8]([N:10]2[CH2:14][CH2:13][CH2:12][CH2:11]2)=[O:9])[CH2:6][CH2:5][NH:4][CH2:3][CH2:2]1.[C:15]([Cl:25])(=[O:24])[C:16]1[CH:21]=[CH:20][C:19]([O:22][CH3:23])=[CH:18][CH:17]=1>C(Cl)Cl>[ClH:25].[CH3:23][O:22][C:19]1[CH:20]=[CH:21][C:16]([C:15]([N:4]2[CH2:3][CH2:2][N:1]([CH2:7][C:8]([N:10]3[CH2:11][CH2:12][CH2:13][CH2:14]3)=[O:9])[CH2:6][CH2:5]2)=[O:24])=[CH:17][CH:18]=1 |f:3.4|. Product: Cl.COC1=CC=C(C(=O)N2CCN(CC2)CC(=O)N2CCCC2)C=C1 (4-(4-Methoxybenzoyl)-piperazin-1-yl-acetic acid pyrrolidide hydrochloride). Reaction conditions: temperature 25 celsius, time 60 minute. The reactants are N1(CCNCC1)CC(=O)N1CCCC1 (piperazin-1-yl-acetic acid pyrrolidide), C(C1=CC=C(C=C1)OC)(=O)Cl (anisic acid chloride). Procedure: 9.4 g of piperazin-1-yl-acetic acid pyrrolidide are dissolved in 10 ml of methylene chloride. A solution of 8.75 g of anisic acid chloride in 10 ml of methylene chloride is added dropwise at 0°. After the mixture had been stirred at 25° C. for 60 minutes, the crystals are filtered off with suction and dried in vacuo. Reactants: CN(C)C=O, CCS(=O)(=O)c1cn(C(CC2CCCC2)C(=O)O)cn1, O=C(Cl)C(=O)Cl, ClCCl. Product: CCS(=O)(=O)c1cn(C(CC2CCCC2)C(=O)Cl)cn1. Reaction SMILES: [CH3:27][N:28]([CH3:29])[CH:30]=[O:31].[CH:1]1([CH2:6][CH:7]([C:8](=[O:9])[OH:10])[n:11]2[cH:12][n:13][c:14]([S:16](=[O:17])(=[O:18])[CH2:19][CH3:20])[cH:15]2)[CH2:2][CH2:3][CH2:4][CH2:5]1.[Cl:21][C:22]([C:23]([Cl:24])=[O:25])=[O:26].[Cl:32][CH2:33][Cl:34]>>[CH:1]1([CH2:6][CH:7]([C:8](=[O:9])[Cl:21])[n:11]2[cH:12][n:13][c:14]([S:16](=[O:17])(=[O:18])[CH2:19][CH3:20])[cH:15]2)[CH2:2][CH2:3][CH2:4][CH2:5]1. Starting materials: NC1=CC=C(C(=O)CCC(=O)O)C=C1 (3-(p-aminobenzoyl)-propionic acid), ClCCC(=O)Cl (3-chloropropionyl chloride). The solvent is CC(=O)C (acetone). Product: ClCCC(=O)NC1=CC=C(C(=O)CCC(=O)O)C=C1 (3-[p-(3-chloropropionylamino)-benzoyl]-propionic acid). Yield: 74.0%. As a reaction SMILES: [NH2:1][C:2]1[CH:14]=[CH:13][C:5]([C:6]([CH2:8][CH2:9][C:10]([OH:12])=[O:11])=[O:7])=[CH:4][CH:3]=1.[Cl:15][CH2:16][CH2:17][C:18](Cl)=[O:19]>CC(C)=O>[Cl:15][CH2:16][CH2:17][C:18]([NH:1][C:2]1[CH:3]=[CH:4][C:5]([C:6]([CH2:8][CH2:9][C:10]([OH:12])=[O:11])=[O:7])=[CH:13][CH:14]=1)=[O:19]. Procedure details: 19.2 g (100 millimoles) of 3-(p-aminobenzoyl)-propionic acid were stirred with 24.8 g (195 millimoles) of 3-chloropropionyl chloride in 200 ml of absolute acetone for 10 hours at room temperature. The mixture was then evaporated down, the residue was stirred with 200 ml of water, and the product was filtered off under suction at 10° C., washed with cold acetone and dried at 100° C. under reduced pressure. 21 g (75%) of 3-[p-(3-chloropropionylamino)-benzoyl]-propionic acid were obtained as yellow... Starting materials: CC(=O)c1ccc(Nc2cccc(-c3cccnc3)c2)c([N+](=O)[O-])c1, CCOCC, CCO, ClCCl, [Pd]. Product: CC(=O)c1ccc(Nc2cccc(-c3cccnc3)c2)c(N)c1. RXN SMILES: [C:1]([CH3:2])(=[O:3])[c:4]1[cH:5][c:6]([N+:23]([O-:24])=[O:25])[c:7]([NH:8][c:9]2[cH:10][c:11](-[c:15]3[cH:16][n:17][cH:18][cH:19][cH:20]3)[cH:12][cH:13][cH:14]2)[cH:21][cH:22]1.[CH2:26]([O:27][CH2:28][CH3:29])[CH3:30].[CH3:31][CH2:32][OH:33].[Cl:34][CH2:35][Cl:36].[Pd:37]>>[C:1]([CH3:2])(=[O:3])[c:4]1[cH:5][c:6]([NH2:23])[c:7]([NH:8][c:9]2[cH:10][c:11](-[c:15]3[cH:16][n:17][cH:18][cH:19][cH:20]3)[cH:12][cH:13][cH:14]2)[cH:21][cH:22]1. Starting materials: BrC(C(=O)OC)CC (Methyl 2-bromobutanoate), C(C)OP(OCC)OCC (triethylphosphite). Reaction conditions: temperature 110 celsius, time 3 day. Yields the product COC(C(CC)P(=O)(OCC)OCC)=O (2-(diethylphosphono)butyric acid methyl ester). Reaction SMILES: Br[CH:2]([CH2:7][CH3:8])[C:3]([O:5][CH3:6])=[O:4].[CH2:9]([O:11][P:12]([O:16]CC)[O:13][CH2:14][CH3:15])[CH3:10]>>[CH3:6][O:5][C:3](=[O:4])[CH:2]([P:12]([O:13][CH2:14][CH3:15])([O:11][CH2:9][CH3:10])=[O:16])[CH2:7][CH3:8]. Procedure: Methyl 2-bromobutanoate (92 g, 0.508 mol) and triethylphosphite (95 g, 0.57 mol) were mixed, and the mixture was stirred at 110° C. for 3 days. The reaction mixture was dried under reduced pressure to give the title compound. The reactants are C(C)(C)(C)N (tert-butylamine), C(C)N(C(C)C)C(C)C (N-ethyl-N-isopropylpropan-2-amine), ClCC=1C=C(C(=O)Cl)C=CC1 (3-(Chloromethyl)benzoyl chloride). Solvent: ClCCl (dichloromethane), ClCCl (dichloromethane). Run at temperature -15 celsius, time 10 minute. The product is C(C)(C)(C)NC(C1=CC(=CC=C1)CCl)=O (N-tert-butyl-3-(chloromethyl)benzamide). Reaction SMILES: [Cl:1][CH2:2][C:3]1[CH:4]=[C:5]([CH:9]=[CH:10][CH:11]=1)[C:6](Cl)=[O:7].[C:12]([NH2:16])([CH3:15])([CH3:14])[CH3:13].C(N(C(C)C)C(C)C)C>ClCCl>[C:12]([NH:16][C:6](=[O:7])[C:5]1[CH:9]=[CH:10][CH:11]=[C:3]([CH2:2][Cl:1])[CH:4]=1)([CH3:15])([CH3:14])[CH3:13]. Reported procedure: 3-(Chloromethyl)benzoyl chloride (2.26 ml, 15.9 mmol) was added to a stirred solution of dichloromethane (50 mL) at −30° C. (cold-bath temperature) under argon. After 10 minutes stirring, a solution of tert-butylamine (1.66 mL, 15.9 mmol) and N-ethyl-N-isopropylpropan-2-amine (5.53 mL, 31.7 mmol) in dichloromethane (5 mL) was added dropwise. Stirring was continued while allowing the cold-bath temperature to slowly increase to −15° C. over 45 minutes. The reaction mixture was concentrated under v...